From a dataset of the Open Reaction Database (ORD), a public repository of structured organic reaction records. describe an organic reaction: reactants, conditions, products, and yield Reactants: C1(CCCCC1)C1=CC(=NN1CC1=CC=C(C(=O)O)C=C1)C1=CC=C(C=C1)OC(F)(F)F (4-({5-Cyclohexyl-3-[4-(trifluoromethoxy)phenyl]-1H-pyrazol-1-yl}methyl)benzoic acid), C=1C=CC2=C(C1)N=NN2O (HOBt), Cl.NC[C@H](C(=O)OC)O (Methyl (2R)-3-amino-2-hydroxypropanoate hydrochloride), CCN(C(C)C)C(C)C (DIEA). Solvent: CN(C)C=O (DMF), C(CCl)Cl (EDC). Product: C1(CCCCC1)C1=CC(=NN1CC1=CC=C(C(=O)NC[C@H](C(=O)OC)O)C=C1)C1=CC=C(C=C1)OC(F)(F)F (Methyl (2R)-3-{[4-({5-cyclohexyl-3-[4-(trifluoromethoxy)phenyl]-1H-pyrazol-1-yl}methyl)benzoyl]amino}-2-hydroxypropanoate). Reaction SMILES: [CH:1]1([C:7]2[N:11]([CH2:12][C:13]3[CH:21]=[CH:20][C:16]([C:17]([OH:19])=O)=[CH:15][CH:14]=3)[N:10]=[C:9]([C:22]3[CH:27]=[CH:26][C:25]([O:28][C:29]([F:32])([F:31])[F:30])=[CH:24][CH:23]=3)[CH:8]=2)[CH2:6][CH2:5][CH2:4][CH2:3][CH2:2]1.C1C=CC2N(O)N=NC=2C=1.Cl.[NH2:44][CH2:45][C@@H:46]([OH:51])[C:47]([O:49][CH3:50])=[O:48].CCN(C(C)C)C(C)C>CN(C=O)C.C(Cl)CCl>[CH:1]1([C:7]2[N:11]([CH2:12][C:13]3[CH:21]=[CH:20][C:16]([C:17]([NH:44][CH2:45][C@@H:46]([OH:51])[C:47]([O:49][CH3:50])=[O:48])=[O:19])=[CH:15][CH:14]=3)[N:10]=[C:9]([C:22]3[CH:23]=[CH:24][C:25]([O:28][C:29]([F:30])([F:31])[F:32])=[CH:26][CH:27]=3)[CH:8]=2)[CH2:6][CH2:5][CH2:4][CH2:3][CH2:2]1 |f:2.3|. Procedure details: A solution of 44.4 mg product from Step D Example 1, 28.8 mg EDC, 20.3 mg HOBt, 31.1 mg methyl (2R)-3-amino-2-hydroxypropanoate hydrochloride from Step C above and 70 μL DIEA in 1 mL DMF was stirred at room temperature over night. The title compound was isolated by preparative HPLC using 55˜75% MeCN gradient over 10 minutes at 8.0 mL per minute with 0.1% TFA on a 9.4×250 mm SB-C18 Zorbax column as a white solid after lyophilization. LC-MS: 2.55 min. (M+H=546.3). Starting materials: ClC(Cl)(Cl)Cl, Cl, Oc1ccc(OC(F)(F)F)cc1. Product: Oc1ccc(OC(F)(F)F)cc1Cl. As a reaction SMILES: [C:14]([Cl:15])([Cl:16])([Cl:17])[Cl:18].[Cl:1].[F:2][C:3]([O:4][c:5]1[cH:6][cH:7][c:8]([OH:11])[cH:9][cH:10]1)([F:12])[F:13]>>[F:2][C:3]([O:4][c:5]1[cH:6][c:7]([Cl:15])[c:8]([OH:11])[cH:9][cH:10]1)([F:12])[F:13]. Reactants: C([O-])([O-])=O.[K+].[K+] (potassium carbonate), C(C)OC(CCCBr)=O (4-bromobutanoate ethyl ester), S1C=C(C2=C1C=CC=C2)CN2C(=NC1=C2C=CC(=C1)OC)S (1-((benzothiophene-3-yl)methyl)-5-methoxybenzimidazole-2-thiol). The solvent is CN(C=O)C (dimethylformamide). Conditions: temperature 80 celsius, time 12 hour. Product: C(C)OC(CCCSC1=NC2=C(N1CC1=CSC3=C1C=CC=C3)C=CC(=C2)OC)=O (4-(1-((benzothiophene-3-yl)methyl)-5-methoxybenzimidazole-2-ylthio)butanoate ethyl ester). The yield is 45.3%. Reaction SMILES: [S:1]1[C:5]2[CH:6]=[CH:7][CH:8]=[CH:9][C:4]=2[C:3]([CH2:10][N:11]2[C:15]3[CH:16]=[CH:17][C:18]([O:20][CH3:21])=[CH:19][C:14]=3[N:13]=[C:12]2[SH:22])=[CH:2]1.C(=O)([O-])[O-].[K+].[K+].[CH2:29]([O:31][C:32](=[O:37])[CH2:33][CH2:34][CH2:35]Br)[CH3:30]>CN(C)C=O>[CH2:29]([O:31][C:32](=[O:37])[CH2:33][CH2:34][CH2:35][S:22][C:12]1[N:11]([CH2:10][C:3]2[C:4]3[CH:9]=[CH:8][CH:7]=[CH:6][C:5]=3[S:1][CH:2]=2)[C:15]2[CH:16]=[CH:17][C:18]([O:20][CH3:21])=[CH:19][C:14]=2[N:13]=1)[CH3:30] |f:1.2.3|. Reported procedure: 101 mg (0.30 mmol) of 1-((benzothiophene-3-yl)methyl)-5-methoxybenzimidazole-2-thiol were dissolved in 2 ml of dimethylformamide followed by the addition of 62 mg (0.45 mmol) of potassium carbonate and 53 mg (0.40 mmol) of 4-bromobutanoate ethyl ester and heating to 80° C. After 12 hours, the reaction solution was concentrated under reduced pressure and extracted with diethyl ether followed by washing twice with 10 ml of saturated brine and drying with magnesium sulfate. The solvent was then con... Reactants: ClC1=CC(=C(C=C1)[N+](=O)[O-])F (4-chloro-2-fluoronitrobenzene), S(O)(O)(=O)=O (sulfuric acid), BrBr (bromine), ice water. The reagents and catalysts are S(=O)(=O)([O-])[O-].[Ag+2] (silver sulfate). Run at temperature 0 celsius, time 30 minute. Product: BrC=1C(=CC(=C(C1)[N+](=O)[O-])F)Cl (5-bromo-4-chloro-2-fluoronitrobenzene). The yield is 95.0%. Reaction SMILES: [Cl:1][C:2]1[CH:7]=[CH:6][C:5]([N+:8]([O-:10])=[O:9])=[C:4]([F:11])[CH:3]=1.S(=O)(=O)(O)O.[Br:17]Br>S([O-])([O-])(=O)=O.[Ag+2]>[Br:17][C:7]1[C:2]([Cl:1])=[CH:3][C:4]([F:11])=[C:5]([N+:8]([O-:10])=[O:9])[CH:6]=1 |f:3.4|. Procedure details: To a mixture of 4-chloro-2-fluoronitrobenzene (1.00 g), silver sulfate (1.95 g) and concentrated sulfuric acid (5 ml), bromine (0.32 ml) was added under ice cooling and the resulting mixture was stirred at 0° C. for 30 min, then at room temperature for 1 h. The reaction mixture was put into ice water and subjected to extraction with ether. The organic layer was washed with water, a saturated aqueous sodium hydrogencarbonate solution and a saturated aqueous sodium chloride solution sequentially, ... Reactants: C(C)(C)(C)OC(=O)NC1CN(CCC1)C1=CN=CC(=N1)C1=CN(C2=CC=C(C=C12)C1=C(C=CC=C1F)F)C(=O)OC(C)(C)C (tert-butyl 3-(6-(3-(tert-butoxycarbonylamino)piperidin-1-yl)pyrazin-2-yl)-5-(2,6-difluorophenyl)-1H-indole-1-carboxylate), C(=O)(C(F)(F)F)O (TFA). The solvent is C(Cl)Cl (DCM). Conditions: time 3 hour. Yields the product FC1=C(C(=CC=C1)F)C=1C=C2C(=CNC2=CC1)C1=CN=CC(=N1)N1CC(CCC1)N (1-(6-(5-(2,6-difluorophenyl)-1H-indol-3-yl)pyrazin-2-yl)piperidin-3-amine). Reaction SMILES: C(OC([NH:8][CH:9]1[CH2:14][CH2:13][CH2:12][N:11]([C:15]2[N:20]=[C:19]([C:21]3[C:29]4[C:24](=[CH:25][CH:26]=[C:27]([C:30]5[C:35]([F:36])=[CH:34][CH:33]=[CH:32][C:31]=5[F:37])[CH:28]=4)[N:23](C(OC(C)(C)C)=O)[CH:22]=3)[CH:18]=[N:17][CH:16]=2)[CH2:10]1)=O)(C)(C)C.C(O)(C(F)(F)F)=O>C(Cl)Cl>[F:37][C:31]1[CH:32]=[CH:33][CH:34]=[C:35]([F:36])[C:30]=1[C:27]1[CH:28]=[C:29]2[C:24](=[CH:25][CH:26]=1)[NH:23][CH:22]=[C:21]2[C:19]1[N:20]=[C:15]([N:11]2[CH2:12][CH2:13][CH2:14][CH:9]([NH2:8])[CH2:10]2)[CH:16]=[N:17][CH:18]=1. Procedure details: A glass microwave reaction vessel was charged with tert-butyl 5-(2,6-difluorophenyl)-3-iodo-1H-indole-1-carboxylate (350 mg, 0.769 mmol), tert-butyl 1-(6-(tributylstannyl)pyrazin-2-yl)piperidin-3-ylcarbamate (436 mg, 0.769 mmol), Pd(PPh3)4 (89 mg, 0.077 mmol), and CuI (15 mg, 0.077 mmol) in DMF (6 mL). The reaction mixture was stirred and heated in a Initiator microwave reactor (Personal Chemistry, Biotage AB, Inc., Uppsala, Sweden) at 100° C. for 30 min. The mixture was diluted with DCM and wat... The reactants are CC#N, ClCCl, Cc1cc(C(=O)NCc2cccc(O)c2)cc(Cl)c1C(=O)NC(CNC(=O)OC(C)(C)C)C(=O)O, Cl, O=C(O)C(F)(F)F. The product is Cc1cc(C(=O)NCc2cccc(O)c2)cc(Cl)c1C(=O)NC(CN)C(=O)O. RXN SMILES: [CH3:44][C:45]#[N:46].[Cl:47][CH2:48][Cl:49].[Cl:8][c:9]1[c:10]([C:11](=[O:12])[NH:13][CH:14]([CH2:15][NH:16][C:17]([O:18][C:19]([CH3:20])([CH3:21])[CH3:22])=[O:23])[C:24](=[O:25])[OH:26])[c:27]([CH3:42])[cH:28][c:29]([C:31](=[O:32])[NH:33][CH2:34][c:35]2[cH:36][c:37]([OH:41])[cH:38][cH:39][cH:40]2)[cH:30]1.[ClH:43].[OH:1][C:2]([C:3]([F:4])([F:5])[F:6])=[O:7]>>[Cl:8][c:9]1[c:10]([C:11](=[O:12])[NH:13][CH:14]([CH2:15][NH2:16])[C:24](=[O:25])[OH:26])[c:27]([CH3:42])[cH:28][c:29]([C:31](=[O:32])[NH:33][CH2:34][c:35]2[cH:36][c:37]([OH:41])[cH:38][cH:39][cH:40]2)[cH:30]1. Reactants: NC[C@H]1N(CCC[C@H]1C)C(=O)C1=C(C=CC(=C1)C)C=1C=NN(C1)C (((2S,3R)-2-(aminomethyl)-3-methylpiperidin-1-yl)(5-methyl-2-(1-methyl-1H-pyrazol-4-yl)phenyl)methanone), CC=1C=CC(=C(C(=O)O)C1)C1=NC=C(C=C1)C(F)(F)F (5-methyl-2-(5-(trifluoromethyl)pyridin-2-yl)benzoic acid). Yields the product NC[C@H]1N(CCC[C@H]1C)C(=O)C1=C(C=CC(=C1)C)C1=NC=C(C=C1)C(F)(F)F (((2S,3R)-2-(Aminomethyl)-3-methylpiperidin-1-yl)(5-methyl-2-(5-(trifluoromethyl)pyridin-2-yl)phenyl)methanone). Reaction SMILES: [NH2:1][CH2:2][C@@H:3]1[C@H:8]([CH3:9])[CH2:7][CH2:6][CH2:5][N:4]1[C:10]([C:12]1[CH:17]=[C:16]([CH3:18])[CH:15]=[CH:14][C:13]=1C1C=NN(C)C=1)=[O:11].CC1C=CC([C:35]2[CH:40]=[CH:39][C:38]([C:41]([F:44])([F:43])[F:42])=[CH:37][N:36]=2)=C(C=1)C(O)=O>>[NH2:1][CH2:2][C@@H:3]1[C@H:8]([CH3:9])[CH2:7][CH2:6][CH2:5][N:4]1[C:10]([C:12]1[CH:17]=[C:16]([CH3:18])[CH:15]=[CH:14][C:13]=1[C:35]1[CH:40]=[CH:39][C:38]([C:41]([F:44])([F:43])[F:42])=[CH:37][N:36]=1)=[O:11]. Procedure details: The title compound was prepared following the same general protocol as described for ((2S,3R)-2-(aminomethyl)-3-methylpiperidin-1-yl)(5-methyl-2-(1-methyl-1H-pyrazol-4-yl)phenyl)methanone in Example A1 using 5-methyl-2-(5-(trifluoromethyl)pyridin-2-yl)benzoic acid. MS (ESI) 392 (M+H).